From a dataset of the Open Reaction Database (ORD), a public repository of structured organic reaction records. describe an organic reaction: reactants, conditions, products, and yield Procedure: To a solution of diethyl-5-(bromomethyl)benzene-1,3-dioate (1.9 g, 6.0 mmol) in 69 mL MeCN was added trimethylsilyl cyamide (1.2 mL, 9.0 mmol) and tetrabutylammonium fluoride (1M in THF, 9.0 mL, 9.0 mmol). The reaction was stirred for 0.5 h and concentrated. Flash chromatography (silica gel, 0-30% EtOAc/hexanes) gave diethyl 5-(cyanomethyl)benzene-1,3-dioate. 1H NMR (400 MHz, CDCl3) δ 8.65 (s, 1H), 8.20 (app t, J=0.7 Hz, 2H), 4.43 (q, J=7.1 Hz, 4H), 3.86 (s, 2H), 1.43 (t, J=7.1 Hz, 6H). The yield is 0.0%. The reactants are C(C)OC(=O)C1=CC(=CC(=C1)CBr)C(=O)OCC (diethyl-5-(bromomethyl)benzene-1,3-dioate), [F-].C(CCC)[N+](CCCC)(CCCC)CCCC (tetrabutylammonium fluoride). Yields the product EtOAc hexanes, C(#N)CC=1C=C(C=C(C1)C(=O)OCC)C(=O)OCC (diethyl 5-(cyanomethyl)benzene-1,3-dioate). Conditions: time 0.5 hour. Run in CC#N (MeCN). Reaction SMILES: [CH2:1]([O:3][C:4]([C:6]1[CH:11]=[C:10]([CH2:12]Br)[CH:9]=[C:8]([C:14]([O:16][CH2:17][CH3:18])=[O:15])[CH:7]=1)=[O:5])[CH3:2].[F-].[CH2:20]([N+:24](CCCC)(CCCC)CCCC)CCC>CC#N>[C:20]([CH2:12][C:10]1[CH:9]=[C:8]([C:14]([O:16][CH2:17][CH3:18])=[O:15])[CH:7]=[C:6]([C:4]([O:3][CH2:1][CH3:2])=[O:5])[CH:11]=1)#[N:24] |f:1.2|.